From a dataset of the Open Reaction Database (ORD), a public repository of structured organic reaction records. describe an organic reaction: reactants, conditions, products, and yield Reactants: CCC1CN(Cc2ccccc2)CCC1O, CO, [H][H], [OH-], [OH-], [Pd+2]. Yields the product CCC1CNCCC1O. Reaction SMILES: [CH2:1]([c:2]1[cH:3][cH:4][cH:5][cH:6][cH:7]1)[N:8]1[CH2:9][CH:10]([CH2:15][CH3:16])[CH:11]([OH:14])[CH2:12][CH2:13]1.[CH3:17][OH:18].[H:19][H:20].[OH-:21].[OH-:23].[Pd+2:22]>>[NH:8]1[CH2:9][CH:10]([CH2:15][CH3:16])[CH:11]([OH:14])[CH2:12][CH2:13]1. Starting materials: CON(C(C1=CC=C(C=C1)OCC1=NC2=CC=CC=C2C=C1)=O)C (N-Methoxy-N-methyl-4-(quinolin-2-ylmethoxy)-benzamide), FC=1C=C(C(=O)O)C=CC1OCC1=NC2=CC=CC=C2C=C1 (3-Fluoro-4-(quinolin-2-ylmethoxy)-benzoic acid). The product is FC=1C=C(C(=O)N(C)OC)C=CC1OCC1=NC2=CC=CC=C2C=C1 (3-Fluoro-N-methoxyl-N-methyl-4-(quinolin-2-ylmethoxy)-benzamide). RXN SMILES: [CH3:1][O:2][N:3]([CH3:24])[C:4](=[O:23])[C:5]1[CH:10]=[CH:9][C:8]([O:11][CH2:12][C:13]2[CH:22]=[CH:21][C:20]3[C:15](=[CH:16][CH:17]=[CH:18][CH:19]=3)[N:14]=2)=[CH:7][CH:6]=1.[F:25]C1C=C(C=CC=1OCC1C=CC2C(=CC=CC=2)N=1)C(O)=O>>[F:25][C:7]1[CH:6]=[C:5]([CH:10]=[CH:9][C:8]=1[O:11][CH2:12][C:13]1[CH:22]=[CH:21][C:20]2[C:15](=[CH:16][CH:17]=[CH:18][CH:19]=2)[N:14]=1)[C:4]([N:3]([O:2][CH3:1])[CH3:24])=[O:23]. Reported procedure: Following the procedure for the preparation of N-Methoxy-N-methyl-4-(quinolin-2-ylmethoxy)-benzamide but substituting 3-Fluoro-4-(quinolin-2-ylmethoxy)-benzoic acid provided the title compound. MS: (M+H m/z=341.2).